From a dataset of the Open Reaction Database (ORD), a public repository of structured organic reaction records. describe an organic reaction: reactants, conditions, products, and yield Starting materials: C(C)(C)(C)OC(=O)N1C(CCCC1)CC(=O)O (2-carboxymethyl-piperidine-1-carboxylic acid tert butyl ester), N1=C(C=CC=C1)C1=NN=NN1 (5-(pyridin-2-yl)tetrazole), C1(CCCCC1)N=C=NC1CCCCC1 (dicyclohexylcarbodiimide). Procedure: The title compound (1.39 g) was prepared from 2-carboxymethyl-piperidine-1-carboxylic acid tert butyl ester (1.65 g), 5-(pyridin-2-yl)tetrazole (1.0 g) and dicyclohexylcarbodiimide (1.43 g) according to the method of description 1. The yield is 59.5%. Yields the product C(C)(C)(C)OC(=O)N1C(CCCC1)CC=1OC(=NN1)C1=NC=CC=C1 ((RS)2-(5-Pyridin-2-yl-[1,3,4]oxadiazol-2-ylmethyl)-piperidine-1-carboxylic acid tert butyl ester). Reaction SMILES: [C:1]([O:5][C:6]([N:8]1[CH2:13][CH2:12][CH2:11][CH2:10][CH:9]1[CH2:14][C:15]([OH:17])=O)=[O:7])([CH3:4])([CH3:3])[CH3:2].[N:18]1[CH:23]=[CH:22][CH:21]=[CH:20][C:19]=1[C:24]1NN=[N:26][N:25]=1.C1(N=C=NC2CCCCC2)CCCCC1>>[C:1]([O:5][C:6]([N:8]1[CH2:13][CH2:12][CH2:11][CH2:10][CH:9]1[CH2:14][C:15]1[O:17][C:24]([C:19]2[CH:20]=[CH:21][CH:22]=[CH:23][N:18]=2)=[N:25][N:26]=1)=[O:7])([CH3:2])([CH3:3])[CH3:4]. Reactants: CN(C(CC1=C(C(=C(C=C1)OC)F)O)=S)C (N,N-dimethyl-3-fluoro-4-methoxy-2-hydroxyphenylthioacetamide), CS(=O)(=O)O (MeSO3H). The solvent is C(Cl)Cl (CH2Cl2). Conditions: time 4 hour. The product is CN(C1=CC2=C(S1)C=C(C(=C2)F)OC)C (2-Dimethylamino-5-fluoro-6-methoxybenzo[b]thiophene). The yield is 139.3%. Reaction SMILES: [CH3:1][N:2]([CH3:16])[C:3](=[S:15])[CH2:4][C:5]1[CH:10]=[CH:9][C:8]([O:11][CH3:12])=[C:7]([F:13])[C:6]=1O.CS(O)(=O)=O>C(Cl)Cl>[CH3:1][N:2]([CH3:16])[C:3]1[S:15][C:10]2[CH:9]=[C:8]([O:11][CH3:12])[C:7]([F:13])=[CH:6][C:5]=2[CH:4]=1. Reported procedure: A solution of 16.6 g (68.2 mmol) of N,N-dimethyl-3-fluoro-4-methoxy-2-hydroxyphenylthioacetamide (Part A) in 400 mL of CH2Cl2 was treated with 22.0 mL (339.0 mmol) of MeSO3H in a dropwise manner. The reaction was stirred at room temperature for 4 h, was cooled to 0° C., and was quenched by the careful addition of 500 mL of saturated aqueous NaHCO3. The two layers were separated and the aqueous layer was extracted with EtOAc (5×200 mL). The combined organic layers were washed with 500 mL of satur...